This data is from the Open Reaction Database (ORD), a public repository of structured organic reaction records. The task is: describe an organic reaction: reactants, conditions, products, and yield Reactants: C(C)NC(=O)C1=NOC(=C1C1=CC=C(C=C1)CN1CCOCC1)C1=C(C=C(C(=C1)C(C)C)O)O (5-(2,4-dihydroxy-5-isopropyl-phenyl)-4-(4-morpholin-4-ylmethyl-phenyl)-isoxazole-3-carboxylic acid ethylamide), CS(=O)(=O)O (methanesulfonic acid). Solvent: CC(=O)C (acetone), O (water). Reaction conditions: temperature 35 celsius, time 15 minute. Product: S(C)(=O)(=O)O.C(C)NC(=O)C1=NOC(=C1C1=CC=C(C=C1)CN1CCOCC1)C1=C(C=C(C(=C1)C(C)C)O)O (5-(2,4-Dihydroxy-5-isopropyl-phenyl)-4-(4-morpholin-4-ylmethyl-phenyl)-isoxazole-3-carboxylic acid ethylamide mesylate). Yield: 86.1%. As a reaction SMILES: [CH2:1]([NH:3][C:4]([C:6]1[C:10]([C:11]2[CH:16]=[CH:15][C:14]([CH2:17][N:18]3[CH2:23][CH2:22][O:21][CH2:20][CH2:19]3)=[CH:13][CH:12]=2)=[C:9]([C:24]2[CH:29]=[C:28]([CH:30]([CH3:32])[CH3:31])[C:27]([OH:33])=[CH:26][C:25]=2[OH:34])[O:8][N:7]=1)=[O:5])[CH3:2].[CH3:35][S:36]([OH:39])(=[O:38])=[O:37]>CC(C)=O.O>[S:36]([OH:39])(=[O:38])(=[O:37])[CH3:35].[CH2:1]([NH:3][C:4]([C:6]1[C:10]([C:11]2[CH:16]=[CH:15][C:14]([CH2:17][N:18]3[CH2:23][CH2:22][O:21][CH2:20][CH2:19]3)=[CH:13][CH:12]=2)=[C:9]([C:24]2[CH:29]=[C:28]([CH:30]([CH3:31])[CH3:32])[C:27]([OH:33])=[CH:26][C:25]=2[OH:34])[O:8][N:7]=1)=[O:5])[CH3:2] |f:4.5|. Procedure details: A stirred suspension of 5-(2,4-dihydroxy-5-isopropyl-phenyl)-4-(4-morpholin-4-ylmethyl-phenyl)-isoxazole-3-carboxylic acid ethylamide (7.76 g, 15 mmol, containing about 9 wt % TBME) in acetone (15 ml) is warmed to 35° C. To the mixture is added a solution of methanesulfonic acid (1.43 g, 14.85 mmol) in water (3.33 g) over 20 min. After 15 min, the solution is warmed to 45° C. and clear filtered into a warm flask (about 45° C.). The filter is rinsed with acetone/water 9:1 (v/v, 12 ml). The 45° C.... Reactants: [OH-].[K+] (KOH), CC1=CC=C(C=C1)S(=O)(=O)N (4-methylbenzenesulfonamide), BrCC(CO)(CBr)CBr (3-bromo-2,2-bis(bromomethyl)propan-1-ol). The solvent is C(C)O (ethanol). Conditions: time 2 hour. Product: C1(=CC=C(C=C1)S(=O)(=O)N1CC2(COC2)C1)C (6-toluene-4-sulfonyl-2-oxa-6-azaspiro[3.3]heptane). Yield: 69.4%. RXN SMILES: [OH-].[K+].[CH3:3][C:4]1[CH:9]=[CH:8][C:7]([S:10]([NH2:13])(=[O:12])=[O:11])=[CH:6][CH:5]=1.Br[CH2:15][C:16]([CH2:21]Br)([CH2:19]Br)[CH2:17][OH:18]>C(O)C>[C:4]1([CH3:3])[CH:5]=[CH:6][C:7]([S:10]([N:13]2[CH2:21][C:16]3([CH2:19][O:18][CH2:17]3)[CH2:15]2)(=[O:12])=[O:11])=[CH:8][CH:9]=1 |f:0.1|. Reported procedure: To a solution of KOH (4.98 g, 0.089 mol) and 4-methylbenzenesulfonamide (5.7 g, 0.033 mol) in 90 ml of ethanol, 3-bromo-2,2-bis(bromomethyl)propan-1-ol (9 g, 0.0277 mol) was added at room temperature and the reaction mixture was heated to reflux for 45 h. The solvent was removed by evaporation, 75 ml of 1 M KOH were added and the white suspension was left to stir for another 2 h at room temperature. The mixture was filtered and the white filter cake was rinsed with water until the washing water ...